From a dataset of the Open Reaction Database (ORD), a public repository of structured organic reaction records. describe an organic reaction: reactants, conditions, products, and yield The reactants are BrC1=CC(=C(C=C1)NC1CN2CCC1CC2)CC(OC)OC (N-(4-Bromo-2-(2,2-dimethoxyethyl)phenyl)-quinuclidin-3-amine), Cl.CO (HCl methanol). The product is Cl (HCl), BrC=1C=C2C=CN(C2=CC1)C1CN2CCC1CC2 (3-(5-Bromo-1H-indol-1-yl)quinuclidine). Isolated yield 100.0%. Reaction SMILES: [Br:1][C:2]1[CH:7]=[CH:6][C:5]([NH:8][CH:9]2[CH:14]3[CH2:15][CH2:16][N:11]([CH2:12][CH2:13]3)[CH2:10]2)=[C:4]([CH2:17][CH:18](OC)OC)[CH:3]=1.[ClH:23].CO>>[ClH:23].[Br:1][C:2]1[CH:3]=[C:4]2[C:5](=[CH:6][CH:7]=1)[N:8]([CH:9]1[CH:14]3[CH2:15][CH2:16][N:11]([CH2:12][CH2:13]3)[CH2:10]1)[CH:18]=[CH:17]2 |f:1.2|. Procedure details: Compound 68 (137 mg, 0.371 mmol) was dissolved in anhydrous 1M HCl/methanol (10 mL) in a dry argon purged flask, refluxed for 1 hour, concentrated under reduced pressure to yield HCl salt of 69 as an off-white solid (129 mg, 100%). 1H NMR (MeOD) δ 1.89-2.00 (m, 2H), 2.10-2.20 (m, 1H), 2.25-2.34 (m, 1H), 2.39-2.44 (m, 1H), 3.43-3.53 (m, 3H), 3.64-3.77 (m, 1H), 3.86-3.93 (m, 1H), 4.00-4.09 (m, 1H), 5.17-5.22 (m, 1H), 6.58 (d, 1H, J=3.4 Hz), 7.31 (dd, 1H, J=8.5, 1.8 Hz), 7.42 (d, 1H, J=8.8 Hz), 7.7... The reactants are BrCCOC1CCCCO1, O=C([O-])[O-], [Cs+], [Cs+], CN(C)C=O, COc1ccc(O)c(C=O)c1. Product: COc1ccc(OCCOC2CCCCO2)c(C=O)c1. RXN SMILES: [Br:18][CH2:19][CH2:20][O:21][CH:22]1[O:23][CH2:24][CH2:25][CH2:26][CH2:27]1.[C:12](=[O:13])([O-:14])[O-:15].[Cs+:16].[Cs+:17].[O:28]=[CH:29][N:30]([CH3:31])[CH3:32].[OH:1][c:2]1[c:3]([CH:4]=[O:5])[cH:6][c:7]([O:10][CH3:11])[cH:8][cH:9]1>>[O:1]([c:2]1[c:3]([CH:4]=[O:5])[cH:6][c:7]([O:10][CH3:11])[cH:8][cH:9]1)[CH2:19][CH2:20][O:21][CH:22]1[O:23][CH2:24][CH2:25][CH2:26][CH2:27]1. Reactants: C1(CCCC1)OC1=CC=C(C=C1)N (4-cyclopentyloxyphenylamine), COC(CBr)OC (bromo-acetaldehyde dimethyl acetal), C([O-])([O-])=O.[K+].[K+] (potassium carbonate). Run in CN(C=O)C (dimethylformamide). Reaction conditions: temperature 100 celsius. The product is C1(CCCC1)OC1=CC=C(C=C1)NCC(OC)OC ((4-Cyclopentyloxyphenyl)-(2,2-dimethoxyethyl)amine). Reaction SMILES: [CH:1]1([O:6][C:7]2[CH:12]=[CH:11][C:10]([NH2:13])=[CH:9][CH:8]=2)[CH2:5][CH2:4][CH2:3][CH2:2]1.[CH3:14][O:15][CH:16]([O:19][CH3:20])[CH2:17]Br.C(=O)([O-])[O-].[K+].[K+]>CN(C)C=O>[CH:1]1([O:6][C:7]2[CH:8]=[CH:9][C:10]([NH:13][CH2:17][CH:16]([O:19][CH3:20])[O:15][CH3:14])=[CH:11][CH:12]=2)[CH2:5][CH2:4][CH2:3][CH2:2]1 |f:2.3.4|. Procedure: A suspension of 4-cyclopentyloxyphenylamine (8.86 g), bromo-acetaldehyde dimethyl acetal (12.2 g), potassium carbonate (13.8 g) and dimethylformamide (100 ml) was heated at 100° C. for 5 hours. Cooling was followed by filtration and concentration of the filtrate. The residue was purified by chromatography on silica gel (eluent: heptane/ethyl acetate 4:1). The product with the molecular weight of 265.36 (C15H23NO3); MS (ESI): 266 ([M+H]+), was obtained in this way. The reactants are C(C(CO)(CO)N)O.Cl (Tris-HCl), C1[C@@H]([C@H](O[C@H]1N2C=NC3=C2N=C(N=C3N)N)CO)O (2,6-diaminopurine-2′-deoxyriboside). Yields the product [C@@H]1(C[C@H](O)[C@@H](CO)O1)N1C=NC=2C(=O)NC(N)=NC12 (2′-deoxyguanosine). Isolated yield 99.0%. Reaction SMILES: C(O)C(N)(CO)C[OH:4].Cl.[CH2:10]1[C@H:14]([N:15]2[C:19]3[N:20]=[C:21]([NH2:25])[N:22]=[C:23](N)[C:18]=3[N:17]=[CH:16]2)[O:13][C@H:12]([CH2:26][OH:27])[C@H:11]1[OH:28]>>[C@@H:14]1([N:15]2[C:19]3[N:20]=[C:21]([NH2:25])[NH:22][C:23](=[O:4])[C:18]=3[N:17]=[CH:16]2)[O:13][C@H:12]([CH2:26][OH:27])[C@@H:11]([OH:28])[CH2:10]1 |f:0.1|. Procedure details: The washed cells described above were added to 50 mM Tris-HCl buffer (pH 7.2) containing 20.0 g/l 2,6-diaminopurine-2′-deoxyriboside to a concentration of 5 g/l and reacted at 30° C. for 3 hours while keeping pH at 7.2. The concentration of 2′-deoxyguanosine produced in the reaction solution was measured by high performance liquid chromatography. The result showed that the concentration was 19.8 g/l (conversion molar yield: 99%), respectively. Reactants: ( E )-, solid, N1N=CC2=CC=C(C=C12)\C=C/1\C(NC2=CC=CC=C12)=O ((E)-3-((1H-indazol-6-yl)methylene)indolin-2-one), CN1CCN(CC1)C1=CC=C(C=N1)C1=NNC2=CC(=CC=C12)C=O (3-(6-(4-methylpiperazin-1-yl)pyridin-3-yl)-1H-indazole-6-carbaldehyde). Yields the product CN1CCN(CC1)C1=CC=C(C=N1)C1=NNC2=CC(=CC=C12)C=C1C(NC2=CC=CC=C12)=O (3-((3-(6-(4-methylpiperazin-1-yl)pyridin-3-yl)-1H-indazol-6-yl)methylene)indolin-2-one), ( Z )-isomers. Reaction SMILES: [NH:1]1[C:9]2[C:4](=[CH:5][CH:6]=[C:7](/[CH:10]=[C:11]3/[C:12](=[O:20])[NH:13][C:14]4[C:19]/3=[CH:18][CH:17]=[CH:16][CH:15]=4)[CH:8]=2)[CH:3]=[N:2]1.[CH3:21][N:22]1[CH2:27][CH2:26][N:25]([C:28]2[N:33]=[CH:32][C:31](C3C4C(=CC(C=O)=CC=4)NN=3)=[CH:30][CH:29]=2)[CH2:24][CH2:23]1>>[CH3:21][N:22]1[CH2:23][CH2:24][N:25]([C:28]2[N:33]=[CH:32][C:31]([C:3]3[C:4]4[C:9](=[CH:8][C:7]([CH:10]=[C:11]5[C:19]6[C:14](=[CH:15][CH:16]=[CH:17][CH:18]=6)[NH:13][C:12]5=[O:20])=[CH:6][CH:5]=4)[NH:1][N:2]=3)=[CH:30][CH:29]=2)[CH2:26][CH2:27]1. Procedure details: According to the procedure for the synthesis of (E)-3-((1H-indazol-6-yl)methylene)indolin-2-one, except substituting 3-(6-(4-methylpiperazin-1-yl)pyridin-3-yl)-1H-indazole-6-carbaldehyde (40 mg, 0.12 mol), the title compound was prepared as a yellow solid (4.9 mg, 9%). A mixture of (E)- and (Z)-isomers (79:21 by NMR) was obtained. 1H NMR (400 MHz, DMSO-d6) δ 13.34 (br. s, 1H), 10.64 (br. s, 1H), 8.76 (d, J=2.3 Hz, 1H), 8.14 (dd, J=8.8, 2.5 Hz, 2H), 7.91 (s, 1H), 7.79 (s, 1H), 7.62 (d, J=7.8, 1H)... The reactants are aqueous solution, [OH-].[Na+] (sodium hydroxide), C(C)O (ethanol), COC=1C=C(C(=O)NC=2C(C(=O)OC)=CC(=CC2)Cl)C=C(C1OC)OC (methyl N-(3,4,5-trimethoxybenzoyl)-5-chloroanthranilate), Cl (hydrochloric acid). The solvent is O (water). Conditions: time 1 hour. The product is COC=1C=C(C(=O)NC=2C(C(=O)O)=CC(=CC2)Cl)C=C(C1OC)OC (N-(3,4,5-trimethoxybenzoyl)-5-chloroanthranilic acid). Yield: 76.5%. RXN SMILES: [OH-].[Na+].C(O)C.[CH3:6][O:7][C:8]1[CH:9]=[C:10]([CH:25]=[C:26]([O:30][CH3:31])[C:27]=1[O:28][CH3:29])[C:11]([NH:13][C:14]1[C:15](=[CH:20][C:21]([Cl:24])=[CH:22][CH:23]=1)[C:16]([O:18]C)=[O:17])=[O:12].Cl>O>[CH3:6][O:7][C:8]1[CH:9]=[C:10]([CH:25]=[C:26]([O:30][CH3:31])[C:27]=1[O:28][CH3:29])[C:11]([NH:13][C:14]1[C:15](=[CH:20][C:21]([Cl:24])=[CH:22][CH:23]=1)[C:16]([OH:18])=[O:17])=[O:12] |f:0.1|. Procedure details: To a solution of 20 ml of a 10% aqueous solution of sodium hydroxide and 10 ml of ethanol is added 0.95 g of methyl N-(3,4,5-trimethoxybenzoyl)-5-chloroanthranilate and the mixture is stirred at room temperature for 1 hour. The reaction mixture is poured into 100 ml of water and after cooling, hydrochloric acid is added to make the mixture weakly acidic. The precipitated crystals are collected by filtration and recrystallized from ethanol to obtain 0.7 g of N-(3,4,5-trimethoxybenzoyl)-5-chloroan...